Dataset: the Open Reaction Database (ORD), a public repository of structured organic reaction records. Task: describe an organic reaction: reactants, conditions, products, and yield Starting materials: ClC=1C(=C(C=CC1)CSC1=NC=2NC(C=NC2C(=N1)N[C@@H](CNC(OC(C)(C)C)=O)C)=O)F ([(2R)-2-[[2-[[(3-Chloro-2-fluorophenyl)methyl]thio]-7,8-dihydro-7-oxo-4-pteridinyl]amino]propyl]-carbamic acid, 1,1-dimethylethyl ester). Run in O1CCOCC1 (1,4-dioxane), Cl (HCl), O (water), O (water). Run at time 2 hour. Product: Cl.NC[C@@H](C)NC1=NC(=NC=2NC(C=NC12)=O)SCC1=C(C(=CC=C1)Cl)F (4-[[(1R)-2-Amino-1-methylethyl]amino]-2-[[(3-chloro-2-fluorophenyl)methyl]thio]-7(8H)-pteridinone, monohydrochloride). Yield: 175.2%. Reaction SMILES: [Cl:1][C:2]1[C:3]([F:33])=[C:4]([CH2:8][S:9][C:10]2[N:19]=[C:18]([NH:20][C@H:21]([CH3:31])[CH2:22][NH:23]C(=O)OC(C)(C)C)[C:17]3[N:16]=[CH:15][C:14](=[O:32])[NH:13][C:12]=3[N:11]=2)[CH:5]=[CH:6][CH:7]=1>O1CCOCC1.Cl.O>[ClH:1].[NH2:23][CH2:22][C@H:21]([NH:20][C:18]1[C:17]2[N:16]=[CH:15][C:14](=[O:32])[NH:13][C:12]=2[N:11]=[C:10]([S:9][CH2:8][C:4]2[CH:5]=[CH:6][CH:7]=[C:2]([Cl:1])[C:3]=2[F:33])[N:19]=1)[CH3:31] |f:4.5|. Procedure details: A two-phase mixture of the product from Example 9 (76 mg) in 1,4-dioxane (3 ml) and conc. HCl (0.3 ml) was stirred for 2 hours, then diluted with water (10 ml) and lyophilised. The residue was dissolved in water (10 ml), washed with ethyl acetate (5 ml), and lyophilised to give the titled compound as a pale yellow solid (58 mg). Reactants: FC1(CC(C(C2=CC=C(C=C12)F)=O)O)F (4,4,6-trifluoro-2-hydroxy-3,4-dihydronaphthalen-1(2H)-one), C[Li] (methyl lithium), C(C)(C)[Mg]Cl (isopropyl magnesium chloride). Solvent: C1CCOC1 (THF), C1CCOC1 (THF), hexanes. Conditions: temperature -78 celsius, time 1 hour. Yields the product FC1(CC(C(C2=CC=C(C=C12)F)(O)C(C)C)O)F (4,4,6-trifluoro-1-isopropyl-1,2,3,4-tetrahydronaphthalene-1,2-diol). RXN SMILES: C[Li].[CH:3]([Mg]Cl)([CH3:5])[CH3:4].[F:8][C:9]1([F:22])[C:18]2[C:13](=[CH:14][CH:15]=[C:16]([F:19])[CH:17]=2)[C:12](=[O:20])[CH:11]([OH:21])[CH2:10]1>C1COCC1>[F:22][C:9]1([F:8])[C:18]2[C:13](=[CH:14][CH:15]=[C:16]([F:19])[CH:17]=2)[C:12]([CH:3]([CH3:5])[CH3:4])([OH:20])[CH:11]([OH:21])[CH2:10]1. Procedure details: A THF solution (3.75 mL) of methyl lithium (3.05 mL, 4.88 mmol) was cooled to −78° C. with a dry ice/acetone cooling bath. A hexanes solution of isopropyl magnesium chloride (1.44 mL, 2.68 mmol) was introduced by syringe. This mixture was allowed to age for one hour at this temperature. Then a THF solution (1.75 mL) of 4,4,6-trifluoro-2-hydroxy-3,4-dihydronaphthalen-1(2H)-one (0.263 mg, 1.22 mmol) was added to the cooled solution dropwise by syringe pump over one hour. The reaction was allowed t... Reactants: CCC(C)N(C)c1cnc(CN(Cc2ccccc2)CC(O)COC)c(Cl)n1, CC(C)(C)[O-], [K+], CN(C)C=O, O. The product is CCC(C)N(C)c1cnc2c(n1)OC(COC)CN(Cc1ccccc1)C2. Reaction SMILES: [CH2:1]([c:2]1[cH:3][cH:4][cH:5][cH:6][cH:7]1)[N:8]([CH2:9][CH:10]([CH2:11][O:12][CH3:13])[OH:14])[CH2:15][c:16]1[n:17][cH:18][c:19]([N:23]([CH:24]([CH2:25][CH3:26])[CH3:27])[CH3:28])[n:20][c:21]1[Cl:22].[CH3:29][C:30]([CH3:31])([O-:32])[CH3:33].[K+:34].[O:36]=[CH:37][N:38]([CH3:39])[CH3:40].[OH2:35]>>[CH2:1]([c:2]1[cH:3][cH:4][cH:5][cH:6][cH:7]1)[N:8]1[CH2:9][CH:10]([CH2:11][O:12][CH3:13])[O:14][c:21]2[c:16]([n:17][cH:18][c:19]([N:23]([CH:24]([CH2:25][CH3:26])[CH3:27])[CH3:28])[n:20]2)[CH2:15]1. Starting materials: [N+](=O)([O-])C=1C=C2C(=NN(C(C2=CC1)=O)C1=CC=C(C=C1)C(C)(C)C)NC=1N(N=C(C1)C)C(C)(C)C (6-Nitro-4-(2-tert-butyl-5-methyl-2H-pyrazol-3-ylamino)-2-(4-tert-butyl-phenyl)-2H-phthalazin-1-one). Run in C(=O)O (formic acid). Yields the product C(C)(C)(C)C1=CC=C(C=C1)N1C(C2=CC=C(C=C2C(=N1)NC=1NN=C(C1)C)[N+](=O)[O-])=O (2-(4-tert-Butyl-phenyl)-4-(5-methyl-2H-pyrazol-3-ylamino)-6-nitro-2H-phthalazin-1-one). The yield is 47.3%. As a reaction SMILES: [N+:1]([C:4]1[CH:5]=[C:6]2[C:11](=[CH:12][CH:13]=1)[C:10](=[O:14])[N:9]([C:15]1[CH:20]=[CH:19][C:18]([C:21]([CH3:24])([CH3:23])[CH3:22])=[CH:17][CH:16]=1)[N:8]=[C:7]2[NH:25][C:26]1[N:27](C(C)(C)C)[N:28]=[C:29]([CH3:31])[CH:30]=1)([O-:3])=[O:2]>C(O)=O>[C:21]([C:18]1[CH:19]=[CH:20][C:15]([N:9]2[N:8]=[C:7]([NH:25][C:26]3[NH:27][N:28]=[C:29]([CH3:31])[CH:30]=3)[C:6]3[C:11](=[CH:12][CH:13]=[C:4]([N+:1]([O-:3])=[O:2])[CH:5]=3)[C:10]2=[O:14])=[CH:16][CH:17]=1)([CH3:24])([CH3:22])[CH3:23]. Reported procedure: 12 mg 6-Nitro-4-(2-tert-butyl-5-methyl-2H-pyrazol-3-ylamino)-2-(4-tert-butyl-phenyl)-2H-phthalazin-1-one (preparation see ZB-1) were deprotected by heating in formic acid as described for ZB-1. Evaporation of excess formic acid and chromatography of the residue on silica, eluting with dichloromethane and then with dichloromethane/methanol 20:1 gave 5 mg of the title product. 1H-NMR: (400 MHz, D6-DMSO) 11.9 (1H, br s), 9.78 (1H, s), 9.52 (1H, s), 8.65–8.56 (2H, m), 7.65 (2H, d), 7.53 (2H, d), 6.2... The reactants are CS(C)=O, COc1ccc(CNC2CCC(c3c(NC(=O)c4nc(-c5c(F)cccc5F)sc4NC(=O)OC(C)(C)C)cnn3C)CC2)c(OC)c1. The product is COc1ccc(CNC2CCC(c3c(NC(=O)c4nc(-c5c(F)cccc5F)sc4N)cnn3C)CC2)c(OC)c1. Reaction SMILES: [CH3:49][S:50]([CH3:51])=[O:52].[F:1][c:2]1[c:3](-[c:9]2[s:10][c:11]([NH:41][C:42](=[O:43])[O:44][C:45]([CH3:46])([CH3:47])[CH3:48])[c:12]([C:14]([NH:15][c:16]3[cH:17][n:18][n:19]([CH3:39])[c:20]3[CH:21]3[CH2:22][CH2:23][CH:24]([NH:27][CH2:28][c:29]4[c:30]([O:37][CH3:38])[cH:31][c:32]([O:35][CH3:36])[cH:33][cH:34]4)[CH2:25][CH2:26]3)=[O:40])[n:13]2)[c:4]([F:8])[cH:5][cH:6][cH:7]1>>[F:1][c:2]1[c:3](-[c:9]2[s:10][c:11]([NH2:41])[c:12]([C:14]([NH:15][c:16]3[cH:17][n:18][n:19]([CH3:39])[c:20]3[CH:21]3[CH2:22][CH2:23][CH:24]([NH:27][CH2:28][c:29]4[c:30]([O:37][CH3:38])[cH:31][c:32]([O:35][CH3:36])[cH:33][cH:34]4)[CH2:25][CH2:26]3)=[O:40])[n:13]2)[c:4]([F:8])[cH:5][cH:6][cH:7]1. Reactants: C(C)(=O)N1C2=C(C=CC3=C(C1)C=CC(=C3)S(=O)CCCC)C=CC=C2 (5-Acetyl-9-(butylsulfinyl)-5,6-dihydro-dibenz[b,f]azocine). The reagents and catalysts are [OH-].[OH-].[Pd+2] (Pd(OH)2/C). Solvent: CO (MeOH). Reaction conditions: time 2 hour. The product is C(C)(=O)N1C2=C(CCC3=C(C1)C=CC(=C3)S(=O)CCCC)C=CC=C2 (5-Acetyl-9-(butylsulfinyl)-5,6,11,12-tetrahydro-dibenz[b,f]azocine). Yield: 36.7%. RXN SMILES: [C:1]([N:4]1[CH2:11][C:10]2[CH:12]=[CH:13][C:14]([S:16]([CH2:18][CH2:19][CH2:20][CH3:21])=[O:17])=[CH:15][C:9]=2[CH:8]=[CH:7][C:6]2[CH:22]=[CH:23][CH:24]=[CH:25][C:5]1=2)(=[O:3])[CH3:2]>CO.[OH-].[OH-].[Pd+2]>[C:1]([N:4]1[CH2:11][C:10]2[CH:12]=[CH:13][C:14]([S:16]([CH2:18][CH2:19][CH2:20][CH3:21])=[O:17])=[CH:15][C:9]=2[CH2:8][CH2:7][C:6]2[CH:22]=[CH:23][CH:24]=[CH:25][C:5]1=2)(=[O:3])[CH3:2] |f:2.3.4|. Procedure: To a solution of compound Example 287B (8 mg, 0.023 mmol) in MeOH (5 mL) was added Pd(OH)2/C (26 mg). The mixture was stirred at room temperature under a hydrogen atmosphere for 2 hours. The solution was filtered through a nylon membrane filter, concentrated and purified by preparative HPLC to give the title compound (3 mg, 37%). HPLC Rt=3.517 min. m/z=356(M+H+). Starting materials: C1CCOC1, COC(=O)c1ccc(Sc2ccc(NC(=O)OC(C)(C)C)cc2)c(Nc2ncnc3nc(C(C)C)ccc23)c1, [Li+], [OH-]. Product: CC(C)c1ccc2c(Nc3cc(C(=O)O)ccc3Sc3ccc(NC(=O)OC(C)(C)C)cc3)ncnc2n1. As a reaction SMILES: [CH2:42]1[O:43][CH2:44][CH2:45][CH2:46]1.[CH3:1][O:2][C:3]([c:4]1[cH:5][c:6]([NH:25][c:26]2[c:27]3[c:28]([n:29][cH:30][n:31]2)[n:32][c:33]([CH:36]([CH3:37])[CH3:38])[cH:34][cH:35]3)[c:7]([S:10][c:11]2[cH:12][cH:13][c:14]([NH:17][C:18](=[O:19])[O:20][C:21]([CH3:22])([CH3:23])[CH3:24])[cH:15][cH:16]2)[cH:8][cH:9]1)=[O:39].[Li+:41].[OH-:40]>>[O:2]=[C:3]([c:4]1[cH:5][c:6]([NH:25][c:26]2[c:27]3[c:28]([n:29][cH:30][n:31]2)[n:32][c:33]([CH:36]([CH3:37])[CH3:38])[cH:34][cH:35]3)[c:7]([S:10][c:11]2[cH:12][cH:13][c:14]([NH:17][C:18](=[O:19])[O:20][C:21]([CH3:22])([CH3:23])[CH3:24])[cH:15][cH:16]2)[cH:8][cH:9]1)[OH:39].